From a dataset of the Open Reaction Database (ORD), a public repository of structured organic reaction records. describe an organic reaction: reactants, conditions, products, and yield Reactants: ClC=1C2=C(SC1CC1C(N(CC1)C1CCCCC1)=O)C=C(C=C2)O (3-(3-chloro-6-hydroxy-benzo[b]thiophen-2-ylmethyl)-1-cyclohexyl-pyrrolidin-2-one), C([O-])([O-])=O.[Cs+].[Cs+] (cesium carbonate), Cl.BrCCCN(C)C ((3-bromo-propyl)-dimethyl-amine hydrochloride), [I-].[Na+] (sodium iodide). Yields the product Cl.ClC=1C2=C(SC1CC1C(N(CC1)C1CCCCC1)=O)C=C(C=C2)OCCCN(C)C (3-[3-Chloro-6-(3-dimethylamino-propoxy)-benzo[b]thiophen-2-ylmethyl]-1-cyclohexyl-pyrrolidin-2-one hydrochloride salt). RXN SMILES: [Cl:1][C:2]1[C:3]2[CH:23]=[CH:22][C:21]([OH:24])=[CH:20][C:4]=2[S:5][C:6]=1[CH2:7][CH:8]1[CH2:12][CH2:11][N:10]([CH:13]2[CH2:18][CH2:17][CH2:16][CH2:15][CH2:14]2)[C:9]1=[O:19].Cl.Br[CH2:27][CH2:28][CH2:29][N:30]([CH3:32])[CH3:31].[I-].[Na+].C(=O)([O-])[O-].[Cs+].[Cs+]>>[ClH:1].[Cl:1][C:2]1[C:3]2[CH:23]=[CH:22][C:21]([O:24][CH2:27][CH2:28][CH2:29][N:30]([CH3:32])[CH3:31])=[CH:20][C:4]=2[S:5][C:6]=1[CH2:7][CH:8]1[CH2:12][CH2:11][N:10]([CH:13]2[CH2:14][CH2:15][CH2:16][CH2:17][CH2:18]2)[C:9]1=[O:19] |f:1.2,3.4,5.6.7,8.9|. Procedure: Using the procedure to synthesize Example 12 and using reagents 3-(3-chloro-6-hydroxy-benzo[b]thiophen-2-ylmethyl)-1-cyclohexyl-pyrrolidin-2-one (150 mg, 0.412 mmol), (3-bromo-propyl)-dimethyl-amine hydrochloride (167 mg, 0.824 mmol), sodium iodide (62 mg, 0.412 mmol), and cesium carbonate (1.07 g, 3.30 mmol) afford the freebase of the title compound. Dissolve freebase in dichloromethane (5 mL) and add HCl in ether (2M, 0.4 mL), concentrate to give title compound (105 mg, 52%) as a yellow solid:... Starting materials: C12C(C3CC(CC(C1)C3)C2)NC(C2=NC(=CC=C2)Br)=O (N-(adamantan-2-yl)-6-bromopicolinamide), EtOAc Hexanes, N1(CCNCC1)C(=O)OC(C)(C)C (tert-butyl piperazine-1-carboxylate), CC(C)([O-])C.[Na+] (sodium-tert-butoxide). The reagents and catalysts are CC1(C2=C(C(=CC=C2)P(C3=CC=CC=C3)C4=CC=CC=C4)OC5=C(C=CC=C51)P(C6=CC=CC=C6)C7=CC=CC=C7)C (xantphos), C=1C=CC(=CC1)/C=C/C(=O)/C=C/C2=CC=CC=C2.C=1C=CC(=CC1)/C=C/C(=O)/C=C/C2=CC=CC=C2.C=1C=CC(=CC1)/C=C/C(=O)/C=C/C2=CC=CC=C2.[Pd].[Pd] (Pd2(dba)3). Run in C1(=CC=CC=C1)C (toluene). Run at temperature 100 celsius, time 3 hour. Yields the product C12C(C3CC(CC(C1)C3)C2)NC(=O)C2=CC=CC(=N2)N2CCN(CC2)C(=O)OC(C)(C)C (tert-butyl 4-(6-(adamantan-2-ylcarbamoyl)pyridin-2-yl)piperazine-1-carboxylate). Yield: 82.4%. As a reaction SMILES: [CH:1]12[CH2:10][CH:5]3[CH2:6][CH:7]([CH2:9][CH:3]([CH2:4]3)[CH:2]1[NH:11][C:12](=[O:20])[C:13]1[CH:18]=[CH:17][CH:16]=[C:15](Br)[N:14]=1)[CH2:8]2.[N:21]1([C:27]([O:29][C:30]([CH3:33])([CH3:32])[CH3:31])=[O:28])[CH2:26][CH2:25][NH:24][CH2:23][CH2:22]1.CC(C)([O-])C.[Na+]>C1(C)C=CC=CC=1.C1C=CC(/C=C/C(/C=C/C2C=CC=CC=2)=O)=CC=1.C1C=CC(/C=C/C(/C=C/C2C=CC=CC=2)=O)=CC=1.C1C=CC(/C=C/C(/C=C/C2C=CC=CC=2)=O)=CC=1.[Pd].[Pd].CC1(C)C2C(=C(P(C3C=CC=CC=3)C3C=CC=CC=3)C=CC=2)OC2C(P(C3C=CC=CC=3)C3C=CC=CC=3)=CC=CC1=2>[CH:1]12[CH2:10][CH:5]3[CH2:6][CH:7]([CH2:9][CH:3]([CH2:4]3)[CH:2]1[NH:11][C:12]([C:13]1[N:14]=[C:15]([N:24]3[CH2:23][CH2:22][N:21]([C:27]([O:29][C:30]([CH3:33])([CH3:32])[CH3:31])=[O:28])[CH2:26][CH2:25]3)[CH:16]=[CH:17][CH:18]=1)=[O:20])[CH2:8]2 |f:2.3,5.6.7.8.9|. Reported procedure: N-(adamantan-2-yl)-6-bromopicolinamide (80 mg, 0.239 mmol), tert-butyl piperazine-1-carboxylate (49 mg, 0.263 mmol), Pd2(dba)3 (4.4 mg, 0.005 mmol), xantphos (8.3 mg, 0.014 mmol), and sodium-tert-butoxide (34 mg, 0.359 mmol) were suspended in toluene (3 ml), and then stirred at 100° C. under nitrogen stream for 3 hours. The resulting reaction liquid was concentrated under reduced pressure, and then the residue thus obtained was subjected to MPLC (40% EtOAc/Hexanes), to obtain 86.8 mg of pale yel... The reactants are C(C)NC1=C(C=C(C(=C1)N1CCN(CC1)C)F)NC(=O)N (2-(N-ethylamino)-5-fluoro-4-(4-methyl-1-piperazinyl]phenyl-urea), C[O-].[Na+] (sodium methylate), Cl (HCl), C(CC(=O)OCC)(=O)OCC (diethyl malonate). Run in CO (methanol). Conditions: time 6 hour. Product: C(C)N1C=2N(C3=C1C=C(C(=C3)F)N3CCN(CC3)C)C(NC(C2)=O)=O (5-ethyl-8-fluoro-7-(4-methyl-1-piperazinyl)pyrimido[1,6-a]benzimidazole-1,3(2H,5H)-dione). Yield: 17.0%. As a reaction SMILES: [CH2:1]([NH:3][C:4]1[CH:9]=[C:8]([N:10]2[CH2:15][CH2:14][N:13]([CH3:16])[CH2:12][CH2:11]2)[C:7]([F:17])=[CH:6][C:5]=1[NH:18][C:19]([NH2:21])=[O:20])[CH3:2].C[O-].[Na+].[C:25](OCC)(=O)[CH2:26][C:27](OCC)=[O:28].Cl>CO>[CH2:1]([N:3]1[C:4]2[CH:9]=[C:8]([N:10]3[CH2:15][CH2:14][N:13]([CH3:16])[CH2:12][CH2:11]3)[C:7]([F:17])=[CH:6][C:5]=2[N:18]2[C:19](=[O:20])[NH:21][C:27](=[O:28])[CH:26]=[C:25]12)[CH3:2] |f:1.2|. Procedure: A solution of 1-[2-(N-ethylamino)-5-fluoro-4-(4-methyl-1-piperazinyl]phenyl-urea (640 mg) in methanol is treated with a freshly prepared methanolic solution of sodium methylate (from 150 mg of sodium) and heated under reflux for a short time. After cooling the solution is treated with diethyl malonate and stirred for 6 hours. The solution obtained is poured into a mixture of ice and 2N HCl (50 ml). The methanol is evaporated and the aqueous phase is extracted with ethyl acetate (3×100 ml) and me... Reactants: CCC(C=O)CSc1ccccc1C(=O)c1ccccc1, COCCOC, O, [Zn]. Product: CCC1C=C(c2ccccc2)c2ccccc2SC1. As a reaction SMILES: [C:7]([c:8]1[cH:9][cH:10][cH:11][cH:12][cH:13]1)([c:15]1[c:16]([S:21][CH2:22][CH:23]([CH:24]=[O:14])[CH2:26][CH3:27])[cH:17][cH:18][cH:19][cH:20]1)=[O:25].[CH3:1][O:2][CH2:3][CH2:4][O:5][CH3:6].[OH2:29].[Zn:28]>>[C:7]1([c:8]2[cH:9][cH:10][cH:11][cH:12][cH:13]2)=[CH:24][CH:23]([CH2:26][CH3:27])[CH2:22][S:21][c:16]2[c:15]1[cH:20][cH:19][cH:18][cH:17]2. Reactants: C1(=CC=CC=C1)NC(=S)N (phenyl thiourea), N1C=NC=C1 (imidazole), ClC1=C(C(=C(C=C1)NC(=S)NC1=C(C(=CC=C1)F)C)O)S(=O)(=O)N(C)C (N-[4-chloro-2-hydroxy-3-(N″,N″-dimethylaminosulfonyl)phenyl]-N′-(2-methyl-3-fluorophenyl)thiourea), [Si](C)(C)(C(C)(C)C)Cl (tert-butyldimethylsilyl chloride). The product is CC1=C(C=CC=C1F)NC(=S)NC1=C(C(=C(C=C1)Cl)S(=O)(=O)N(C)C)O[Si](C)(C)C(C)(C)C (N-(2-Methyl-3-fluorophenyl)-N′-[4-chloro-2-tert-butyldimethylsilyloxy-3-(N″,N″-dimethylaminosulfonyl)phenyl]thiourea). The yield is 49.0%. Reaction SMILES: C1(NC(N)=S)C=CC=CC=1.[Cl:11][C:12]1[CH:17]=[CH:16][C:15]([NH:18][C:19]([NH:21][C:22]2[CH:27]=[CH:26][CH:25]=[C:24]([F:28])[C:23]=2[CH3:29])=[S:20])=[C:14]([OH:30])[C:13]=1[S:31]([N:34]([CH3:36])[CH3:35])(=[O:33])=[O:32].[Si:37](Cl)([C:40]([CH3:43])([CH3:42])[CH3:41])([CH3:39])[CH3:38].N1C=CN=C1>>[CH3:29][C:23]1[C:24]([F:28])=[CH:25][CH:26]=[CH:27][C:22]=1[NH:21][C:19]([NH:18][C:15]1[CH:16]=[CH:17][C:12]([Cl:11])=[C:13]([S:31]([N:34]([CH3:35])[CH3:36])(=[O:32])=[O:33])[C:14]=1[O:30][Si:37]([C:40]([CH3:43])([CH3:42])[CH3:41])([CH3:39])[CH3:38])=[S:20]. Reported procedure: Following the general procedure for protected phenyl thiourea formation outlined in example 12, N-[4-chloro-2-hydroxy-3-(N″,N″-dimethylaminosulfonyl)phenyl]-N′-(2-methyl-3-fluorophenyl)thiourea (530 mg, 1.27 mmol), tert-butyldimethylsilyl chloride (951 mg, 6.35 mmol) and imidazole (173 mg, 2.54 mmol) were reacted to form the desired product (331 mg, 49%). EI-MS m/z 532.2 (M+). Starting materials: O (Water), aqueous solution, [OH-].[Na+] (sodium hydroxide), Cl.NC=1C=C(CNC2=NC=NC3=CC=C(C=C23)Cl)C=CC1OC (4-(3-amino-4-methoxybenzyl)amino-6-chloroquinazoline hydrochloride). The solvent is C(C)O.O (ethanol water). The product is NC=1C=C(CNC2=NC=NC3=CC=C(C=C23)Cl)C=CC1OC (4-(3-amino-4-methoxybenzyl)amino-6-chloroquinazoline). Reaction SMILES: Cl.[NH2:2][C:3]1[CH:4]=[C:5]([CH:19]=[CH:20][C:21]=1[O:22][CH3:23])[CH2:6][NH:7][C:8]1[C:17]2[C:12](=[CH:13][CH:14]=[C:15]([Cl:18])[CH:16]=2)[N:11]=[CH:10][N:9]=1.[OH-].[Na+].O>C(O)C.O>[NH2:2][C:3]1[CH:4]=[C:5]([CH:19]=[CH:20][C:21]=1[O:22][CH3:23])[CH2:6][NH:7][C:8]1[C:17]2[C:12](=[CH:13][CH:14]=[C:15]([Cl:18])[CH:16]=2)[N:11]=[CH:10][N:9]=1 |f:0.1,2.3,5.6|. Procedure details: 1 g of powdered iron was added in portions to a mixture comprising 1 g of 4-(3-nitro-4-methoxybenzyl)-amino-6-chloroquinazoline, 4 ml of acetic acid, 4 ml of water and 40 ml of ethanol, while heating the mixture under mild reflux. The obtained mixture was heated under reflux for 2 hours and filtered to remove insolubles. Concentrated hydrochloric acid was added in portions to the brown filtrate obtained above to give a yellow transparent solution. This solution was cooled with ice to precipitate...